Dataset: the Open Reaction Database (ORD), a public repository of structured organic reaction records. Task: describe an organic reaction: reactants, conditions, products, and yield Reactants: ice water, [Cl-].O[NH3+] (hydroxylammonium chloride), C(C)(=O)[O-].[Na+] (sodium acetate), FC(C(=O)C1=CC=C(C=C1)C)(F)F (2,2,2-trifluoro-1-(4-methylphenyl)-ethanone). The solvent is C(C)O (ethanol), O (water). Yields the product FC(C(=NO)C1=CC=C(C=C1)C)(F)F (2,2,2-trifluoro-1-(4-methylphenyl)-ethanone oxime). The yield is 73.4%. As a reaction SMILES: [F:1][C:2]([F:13])([F:12])[C:3]([C:5]1[CH:10]=[CH:9][C:8]([CH3:11])=[CH:7][CH:6]=1)=O.[Cl-].[OH:15][NH3+:16].C([O-])(=O)C.[Na+]>C(O)C.O>[F:1][C:2]([F:13])([F:12])[C:3]([C:5]1[CH:10]=[CH:9][C:8]([CH3:11])=[CH:7][CH:6]=1)=[N:16][OH:15] |f:1.2,3.4|. Procedure: 49.5 g (0.263 mol) of 2,2,2-trifluoro-1-(4-methylphenyl)-ethanone are dissolved in 250 ml of ethanol at 80° C. To the solution are added dropwise 19.2 g (0.276 mol) of hydroxylammonium chloride and 36.7 g (0.447 mol) of sodium acetate dissolved in 125 ml of water. The reaction mixture is refluxed for 3.5 hours. The mixture is poured into ice water, affording a white solid. The filtration yields 39.2 g of 2,2,2-trifluoro-1-(4-methylphenyl)-ethanone oxime as a white solid, mp. 54-68° C. The crude ...